Dataset: the Open Reaction Database (ORD), a public repository of structured organic reaction records. Task: describe an organic reaction: reactants, conditions, products, and yield Starting materials: BrBr (Bromine), CC1=C(CC2=CC=C(C=C12)C)C(C)=O (1-(3,5-dimethyl-inden-2-yl)ethanone). The solvent is CCOCC (ether). Product: BrCC(=O)C=1C(C2=CC(=CC=C2C1)C)C (2-Bromo-1-(1,6-dimethyl-1H-inden-2-yl)ethanone). Isolated yield 59.5%. RXN SMILES: [Br:1]Br.[CH3:3][C:4]1[C:12]2[C:7](=[CH:8][CH:9]=[C:10]([CH3:13])[CH:11]=2)[CH2:6][C:5]=1[C:14](=[O:16])[CH3:15]>CCOCC>[Br:1][CH2:15][C:14]([C:5]1[CH:4]([CH3:3])[C:12]2[C:7]([CH:6]=1)=[CH:8][CH:9]=[C:10]([CH3:13])[CH:11]=2)=[O:16]. Procedure: Bromine (2.80 g) is added to 1-(3,5-dimethyl-inden-2-yl)ethanone (3.00 g) in dry ether (30 ml), while keeping the temperature at +10° C. The mixture is extracted with water, several times with the diluted NaHCO3 solution, again with water, dried and evaporated under reduced pressure to afford the product (2.54 g, 59%). Reaction SMILES: P(Cl)(Cl)([Cl:3])=O.[CH3:6][O:7][C:8]1[C:27]([O:28][CH3:29])=[CH:26][C:11]([CH2:12][CH2:13][NH:14][C:15](=O)[CH2:16][C:17]2[CH:22]=[CH:21][C:20]([O:23][CH3:24])=[CH:19][CH:18]=2)=[CH:10][C:9]=1[OH:30]>C(Cl)(Cl)Cl>[ClH:3].[CH3:29][O:28][C:27]1[CH:26]=[C:11]2[C:10](=[C:9]([OH:30])[C:8]=1[O:7][CH3:6])[C:15]([CH2:16][C:17]1[CH:22]=[CH:21][C:20]([O:23][CH3:24])=[CH:19][CH:18]=1)=[N:14][CH2:13][CH2:12]2 |f:3.4|. Run at temperature 55 celsius, time 16 hour. Product: Cl.COC=1C=C2CCN=C(C2=C(C1OC)O)CC1=CC=C(C=C1)OC (3,4-Dihydro-6,7-dimethoxy-1-(4-methoxybenzyl) isoquinolin-8-ol hydrochloride). Isolated yield 85.7%. Reactants: P(=O)(Cl)(Cl)Cl (Phosphoryl chloride), COC1=C(C=C(CCNC(CC2=CC=C(C=C2)OC)=O)C=C1OC)O (N-(4,5-dimethoxy-3-hydroxyphenethyl)-4-methoxyphenylacetamide). Run in C(Cl)(Cl)Cl (chloroform). Procedure details: Phosphoryl chloride (5.42 ml, 58.1 mmol) was added to a chloroform (100 ml) solution of N-(4,5-dimethoxy-3-hydroxyphenethyl)-4-methoxyphenylacetamide (6.71 g, 19.4 mmol) at room temperature, and the mixture was stirred under a nitrogen atmosphere at 55° C. for 16 hours. The solvent and excess phosphoryl chloride were removed under reduced pressure, and the resultant residue was recrystallized from methanol-ether to give 6.05 g (yield: 86%) of the captioned compound as colorless needles.